Dataset: the Open Reaction Database (ORD), a public repository of structured organic reaction records. Task: describe an organic reaction: reactants, conditions, products, and yield Reactants: CC1=NOC(=C1)C(C)O (1-(3-Methylisoxazol-5-yl)ethanol), C1CCOC1 (THF), [Li+].C[Si](C)(C)[N-][Si](C)(C)C (LiHMDS), FC1=C(C=CC(=C1)F)[N+](=O)[O-] (2,4-difluoro-1-nitro-benzene). The solvent is O (water), CCOC(=O)C (EtOAc). Product: FC=1C=CC(=C(OC(C)C2=CC(=NO2)C)C1)[N+](=O)[O-] (5-[1-(5-fluoro-2-nitro-phenoxy)ethyl]-3-methyl-isoxazole). Reaction SMILES: [CH3:1][C:2]1[CH:6]=[C:5]([CH:7]([OH:9])[CH3:8])[O:4][N:3]=1.C1COCC1.[Li+].C[Si]([N-][Si](C)(C)C)(C)C.F[C:26]1[CH:31]=[C:30]([F:32])[CH:29]=[CH:28][C:27]=1[N+:33]([O-:35])=[O:34]>O.CCOC(C)=O>[F:32][C:30]1[CH:29]=[CH:28][C:27]([N+:33]([O-:35])=[O:34])=[C:26]([CH:31]=1)[O:9][CH:7]([C:5]1[O:4][N:3]=[C:2]([CH3:1])[CH:6]=1)[CH3:8] |f:2.3|. Procedure details: To a solution of 4.15 g (32.64 mmol) 1-(3-Methylisoxazol-5-yl)ethanol in THF 32.64 mL (1 M in THF; 32.64 mmol) LiHMDS is added drop wise. After 30 minutes of stirring 5.19 g (32.64 mmol) 2,4-difluoro-1-nitro-benzene is added. The mixture is stirred over night. The mixture is diluted with water and EtOAc. The organic layer is separated, washed with water, dried and evaporated. The residue is purified by FC giving rise to 5-[1-(5-fluoro-2-nitro-phenoxy)ethyl]-3-methyl-isoxazole. Starting materials: Cl (HCl), CC1=COC2=C1C(=C(C=C2)C(C)(C)C)O.ClC1=CC=C(C(=O)C2=CC=CC=3C=C(OC32)C(=O)O)C=C1 (3-methyl-4-hydroxy-5-tert-butylbenzofuran 7-p-chlorobenzoylbenzofuran-2-carboxylic acid), CC1=C(OC2=C1C(=C(C=C2C(C2=CC=C(C=C2)Cl)=O)C(C)(C)C)O)C(=O)O (3-Methyl-4-hydroxy-5-tert-butyl-7-p-chlorobenzoylbenzofuran-2-carboxylic acid), N1=CC=CC2=CC=CC=C12 (quinoline). The reagents and catalysts are [Cu] (copper). Solvent: C(C)(=O)OCC (Ethyl acetate). Conditions: temperature 160 celsius. Yields the product CC1=COC2=C1C(=C(C=C2C(C2=CC=C(C=C2)Cl)=O)C(C)(C)C)O (3-Methyl-4-hydroxy-5-tert-butyl-7-p-chlorobenzoylbenzofuran). RXN SMILES: CC1C2C(O)=C(C(C)(C)C)C=CC=2OC=1.ClC1C=CC(C(C2C3OC(C(O)=O)=CC=3C=CC=2)=O)=CC=1.[CH3:37][C:38]1[C:42]2[C:43]([OH:60])=[C:44]([C:56]([CH3:59])([CH3:58])[CH3:57])[CH:45]=[C:46]([C:47](=[O:55])[C:48]3[CH:53]=[CH:52][C:51]([Cl:54])=[CH:50][CH:49]=3)[C:41]=2[O:40][C:39]=1C(O)=O.N1C2C(=CC=CC=2)C=CC=1.Cl>[Cu].C(OCC)(=O)C>[CH3:37][C:38]1[C:42]2[C:43]([OH:60])=[C:44]([C:56]([CH3:58])([CH3:57])[CH3:59])[CH:45]=[C:46]([C:47](=[O:55])[C:48]3[CH:53]=[CH:52][C:51]([Cl:54])=[CH:50][CH:49]=3)[C:41]=2[O:40][CH:39]=1 |f:0.1|. Reported procedure: A mixture of 3-methyl-4-hydroxy-5-tert-butylbenzofuran-7-p-chlorobenzoylbenzofuran-2-carboxylic acid, compound 18 (0.281 g, 0.73 mmol), copper (0.046 g, 0.73 mmol), and quinoline (1 mL) was heated to 160° C. until gas evolution had ceased. The reaction mixture was allowed to cool and poured into 2N HCl (25 mL). Ethyl acetate (25 mL) was added and the mixture was filtered through a pad of celite. The layers were separated and the aqueous layer reextracted with ethyl acetate (2×20 mL). The combine... Reactants: O=C(Cl)C(=O)Cl, O=C(O)CCc1ccc(F)cc1Cl, ClCCl. Product: O=C(Cl)CCc1ccc(F)cc1Cl. RXN SMILES: [Cl:14][C:15]([C:16]([Cl:17])=[O:18])=[O:19].[Cl:1][c:2]1[c:3]([CH2:9][CH2:10][C:11](=[O:12])[OH:13])[cH:4][cH:5][c:6]([F:8])[cH:7]1.[Cl:20][CH2:21][Cl:22]>>[Cl:1][c:2]1[c:3]([CH2:9][CH2:10][C:11](=[O:13])[Cl:14])[cH:4][cH:5][c:6]([F:8])[cH:7]1. Starting materials: CC(=O)OC(C)=O, CCOC(=O)CCCNCc1cn(C(CC)CC)c2cc(NC3CCCCC3)c(F)cc2c1=O, c1ccncc1. Yields the product CCOC(=O)CCCN(Cc1cn(C(CC)CC)c2cc(NC3CCCCC3)c(F)cc2c1=O)C(C)=O. As a reaction SMILES: [CH3:35][C:36](=[O:37])[O:38][C:39](=[O:40])[CH3:41].[CH:1]1([NH:7][c:8]2[c:9]([F:34])[cH:10][c:11]3[c:12](=[O:33])[c:13]([CH2:23][NH:24][CH2:25][CH2:26][CH2:27][C:28](=[O:29])[O:30][CH2:31][CH3:32])[cH:14][n:15]([CH:18]([CH2:19][CH3:20])[CH2:21][CH3:22])[c:16]3[cH:17]2)[CH2:2][CH2:3][CH2:4][CH2:5][CH2:6]1.[cH:42]1[cH:43][cH:44][n:45][cH:46][cH:47]1>>[CH:1]1([NH:7][c:8]2[c:9]([F:34])[cH:10][c:11]3[c:12](=[O:33])[c:13]([CH2:23][N:24]([CH2:25][CH2:26][CH2:27][C:28](=[O:29])[O:30][CH2:31][CH3:32])[C:36]([CH3:35])=[O:37])[cH:14][n:15]([CH:18]([CH2:19][CH3:20])[CH2:21][CH3:22])[c:16]3[cH:17]2)[CH2:2][CH2:3][CH2:4][CH2:5][CH2:6]1. Reactants: ClCCl, COC(=O)c1cc([N+](=O)[O-])c(N)c(F)c1F, Nc1ccccc1F. Product: COC(=O)c1cc([N+](=O)[O-])c(N)c(F)c1Nc1ccccc1F. RXN SMILES: [CH2:25]([Cl:26])[Cl:27].[CH3:1][O:2][C:3]([c:4]1[c:5]([F:15])[c:6]([F:14])[c:7]([NH2:13])[c:8]([N+:10](=[O:11])[O-:12])[cH:9]1)=[O:16].[F:17][c:18]1[c:19]([NH2:24])[cH:20][cH:21][cH:22][cH:23]1>>[CH3:1][O:2][C:3]([c:4]1[c:5]([NH:24][c:19]2[c:18]([F:17])[cH:23][cH:22][cH:21][cH:20]2)[c:6]([F:14])[c:7]([NH2:13])[c:8]([N+:10](=[O:11])[O-:12])[cH:9]1)=[O:16].